Dataset: the Open Reaction Database (ORD), a public repository of structured organic reaction records. Task: describe an organic reaction: reactants, conditions, products, and yield Starting materials: NCC=1C=NC=CC1C1=NC=2N([C@@H](C(N(C2C=N1)C)=O)CC)C1CCCC1 ((R)-2-(3-(aminomethyl)pyridin-4-yl)-8-cyclopentyl-7-ethyl-5-methyl-7,8-dihydropteridin-6(5H)-one), C(=O)(C(F)(F)F)O (TFA). The solvent is C(C)(=O)O (acetic acid). The product is C1(CCCC1)N1[C@@H](C(N(C=2C=NC(=NC12)C1=C(C=NC=C1)CNC(C)=O)C)=O)CC ((R)—N-((4-(8-cyclopentyl-7-ethyl-5-methyl-6-oxo-5,6,7,8-tetrahydropteridin-2-yl)pyridin-3-yl)methyl)acetamide). RXN SMILES: [NH2:1][CH2:2][C:3]1[CH:4]=[N:5][CH:6]=[CH:7][C:8]=1[C:9]1[N:18]=[CH:17][C:16]2[N:15]([CH3:19])[C:14](=[O:20])[C@@H:13]([CH2:21][CH3:22])[N:12]([CH:23]3[CH2:27][CH2:26][CH2:25][CH2:24]3)[C:11]=2[N:10]=1.[C:28](O)([C:30](F)(F)F)=[O:29]>C(O)(=O)C>[CH:23]1([N:12]2[C:11]3[N:10]=[C:9]([C:8]4[CH:7]=[CH:6][N:5]=[CH:4][C:3]=4[CH2:2][NH:1][C:28](=[O:29])[CH3:30])[N:18]=[CH:17][C:16]=3[N:15]([CH3:19])[C:14](=[O:20])[C@H:13]2[CH2:21][CH3:22])[CH2:27][CH2:26][CH2:25][CH2:24]1. Procedure: The title compound was prepared similarly to the methods described in Example 102, with (R)-2-(3-(aminomethyl)pyridin-4-yl)-8-cyclopentyl-7-ethyl-5-methyl-7,8-dihydropteridin-6(5H)-one (Example 105) instead of (R)-2-(3-aminopyridin-4-yl)-8-cyclopentyl-7-ethyl-5-methyl-7,8-dihydropteridin-6(5H)-one (Example 91), and with acetic acid instead of benzoic acid. LCMS (0.05% TFA): 409.2 m/z (M+H)+; 1H-NMR (CDCl3, 500 MHz): δ: 8.98 (bs, 1H), 8.82 (d, 1H, J=5.0 Hz), 8.39 (d, 1H, J=5.0 Hz), 8.05 (s, 1H), ... Starting materials: CCC1(O)C(=O)OCc2c1cc1n(c2=O)CCC12OCCO2, CCOC(C)=O, O=C(O)C(F)(F)F. Yields the product CCC1(O)C(=O)OCc2c1cc1n(c2=O)CCC1=O. As a reaction SMILES: [CH2:8]([CH3:9])[C:10]1([OH:29])[C:11](=[O:28])[O:12][CH2:13][c:14]2[c:15](=[O:27])[n:16]3[c:20]([cH:21][c:22]21)[C:19]1([CH2:18][CH2:17]3)[O:23][CH2:26][CH2:25][O:24]1.[CH3:30][CH2:31][O:32][C:33](=[O:34])[CH3:35].[OH:1][C:2]([C:3]([F:4])([F:5])[F:6])=[O:7]>>[CH2:8]([CH3:9])[C:10]1([OH:29])[C:11](=[O:28])[O:12][CH2:13][c:14]2[c:15](=[O:27])[n:16]3[c:20]([cH:21][c:22]21)[C:19](=[O:23])[CH2:18][CH2:17]3. The reactants are C1=CC=CC2=C1C(=NC1=C(S2)C=CC=C1)N1CCN(CC1)CCOCCOC(C1=CC=CC=C1)=O (Benzoic acid 2-[2-(4-dibenzo[b,f][1,4]-thiazepin-11-yl-piperazin-1-yl]-ethoxy]-ethyl ester), [OH-].[Na+] (NaOH). Run in C(C)O (ethanol). Conditions: temperature 80 celsius, time 2 hour. Product: C=1C=CC2=C(C1)C(=NC=3C=CC=CC3S2)N4CCN(CC4)CCOCCO (Quetiapine). Reaction SMILES: [CH:1]1[C:6]2[C:7]([N:16]3[CH2:21][CH2:20][N:19]([CH2:22][CH2:23][O:24][CH2:25][CH2:26][O:27]C(=O)C4C=CC=CC=4)[CH2:18][CH2:17]3)=[N:8][C:9]3[CH:15]=[CH:14][CH:13]=[CH:12][C:10]=3[S:11][C:5]=2[CH:4]=[CH:3][CH:2]=1.[OH-].[Na+]>C(O)C>[CH:2]1[CH:3]=[CH:4][C:5]2[S:11][C:10]3[CH:12]=[CH:13][CH:14]=[CH:15][C:9]=3[N:8]=[C:7]([N:16]3[CH2:21][CH2:20][N:19]([CH2:22][CH2:23][O:24][CH2:25][CH2:26][OH:27])[CH2:18][CH2:17]3)[C:6]=2[CH:1]=1 |f:1.2|. Procedure details: Benzoic acid 2-[2-(4-dibenzo[b,f][1,4]-thiazepin-11-yl-piperazin-1-yl]-ethoxy]-ethyl ester (1.5 g, 2.97 mmol), ethanol (10 ml) and 50% NaOH (1 ml) were charged into a reaction flask. Then the mixture was stirred at 80° C. for 2 h. The reaction mixture was evaporated in vacuo. Ethyl acetate (20 ml) and saturated NaCl-water (15 ml) were added to the residue. The water phase was separated. To the organic phase was added 1 M HCl (10 ml). To the combined water phase was added 50% NaOH until the pH wa...